This data is from the Open Reaction Database (ORD), a public repository of structured organic reaction records. The task is: describe an organic reaction: reactants, conditions, products, and yield The reactants are Brc1cccc(Br)n1, O=C([O-])[O-], CN(C)C=O, [K+], [K+], CC(C)(C)OC(=O)N1CCNCC1, O. Yields the product CC(C)(C)OC(=O)N1CCN(c2cccc(Br)n2)CC1. RXN SMILES: [Br:1][c:2]1[n:3][c:4]([Br:8])[cH:5][cH:6][cH:7]1.[C:22](=[O:23])([O-:24])[O-:25].[CH3:29][N:30]([CH3:31])[CH:32]=[O:33].[K+:26].[K+:27].[N:9]1([C:15](=[O:16])[O:17][C:18]([CH3:19])([CH3:20])[CH3:21])[CH2:10][CH2:11][NH:12][CH2:13][CH2:14]1.[OH2:28]>>[c:2]1([N:12]2[CH2:11][CH2:10][N:9]([C:15](=[O:16])[O:17][C:18]([CH3:19])([CH3:20])[CH3:21])[CH2:14][CH2:13]2)[n:3][c:4]([Br:8])[cH:5][cH:6][cH:7]1. Starting materials: O (Water), C1=CC(=C2C3=C1C[C@@H]4[C@]5([C@]3(CCN4CC6CC6)[C@@H](O2)C(=O)CC5)O)O.Cl (naltrexone hydrochloride), Cl.NO (hydroxylamine hydrochloride), [OH-].[Na+] (NaOH). Run in CO (MeOH). Reaction conditions: time 15 hour. Yields the product N(O)=C1[C@H]2[C@]34C=5C(=C(C=CC5C[C@H]([C@@]3(CC1)O)N(CC4)CC4CC4)O)O2 (6-Oximino-17-cyclopropylmethyl-4,5α-epoxy-3,14-dihydroxymorphinan). RXN SMILES: [CH:1]1[C:6]2[CH2:7][C@H:8]3[N:13]([CH2:14][CH:15]4[CH2:17][CH2:16]4)[CH2:12][CH2:11][C@:10]45[C@H:18]([C:20]([CH2:22][CH2:23][C@@:9]34[OH:24])=O)[O:19][C:4]([C:5]=25)=[C:3]([OH:25])[CH:2]=1.Cl.Cl.[NH2:28][OH:29].[OH-].[Na+].O>CO>[N:28](=[C:20]1[CH2:22][CH2:23][C@:9]2([OH:24])[C@:10]34[CH2:11][CH2:12][N:13]([CH2:14][CH:15]5[CH2:17][CH2:16]5)[C@@H:8]2[CH2:7][C:6]2[CH:1]=[CH:2][C:3]([OH:25])=[C:4]([O:19][C@@H:18]13)[C:5]4=2)[OH:29] |f:0.1,2.3,4.5|. Procedure: A mixture of naltrexone hydrochloride (1.34 g, 3 mmol) and hydroxylamine hydrochloride (0.28 g, 4 mmol) was dissolved in 20 mL of MeOH and 2.8 mL of aqueous NaOH added. The mixture was stirred for 15 h. Water was added (100 mL) and the mixture extracted with 150 mL CHCl3 (3×50 mL). The combined extracts were dried (MgSO4) and evaporated. The residue obtained was chromatographed on a column of silica gel (approx. size 40 microns) using ethyl acetate-ethanol-NH4OH (300:1.5:2) as eluent. The combin... Starting materials: C(C=C)OCC1C(CCCC1)=C ((2-methylidenecyclohexyl)methyl prop-2-en-1-yl ether). Run in ClCCCl (DCE). Reaction conditions: time 2 hour. Product: C1OCC=C2CCCCC12 (3,5,6,7,8,8a-hexahydro-1H-isochromene). Reaction SMILES: [CH2:1]([O:4][CH2:5][CH:6]1[CH2:11][CH2:10][CH2:9][CH2:8][C:7]1=[CH2:12])C=C>ClCCCl>[CH2:5]1[CH:6]2[C:7]([CH2:8][CH2:9][CH2:10][CH2:11]2)=[CH:12][CH2:1][O:4]1. Procedure: A mixture of (2-methylidenecyclohexyl)methyl prop-2-en-1-yl ether (0.104 g, 0.626 mmol) in DCE (6.5 mL) was degassed 3×N2/pump, then Zhan-1b (0.023 g, 0.031 mmol) was added and the reaction was degassed again The mixture was stirred at rt for 2 hr. It was concentrated and purified by silica gel chromatography to provide the title compound. 1H NMR (500 MHz, CDCl3) δ 5.39 (t, 1H, J=2.4 Hz), 4.04-4.10 (m, 2H), 3.92 (dd, 1H, J=5.7 Hz, 11.2 Hz), 3.24 (dd, 1H, J=8.2 Hz, 11.2 Hz), 2.15-2.27 (m, 2H), 1.... Reactants: CCCCP(CCCC)CCCC, CC#N, CCOC(=O)C(=[N+]=[N-])C(=O)c1ccccc1F. The product is CCOC(=O)C(=NN)C(=O)c1ccccc1F. As a reaction SMILES: [CH2:18]([P:19]([CH2:20][CH2:21][CH2:22][CH3:23])[CH2:24][CH2:25][CH2:26][CH3:27])[CH2:28][CH2:29][CH3:30].[CH3:31][C:32]#[N:33].[N+:1](=[N-:2])=[C:3]([C:4](=[O:5])[O:6][CH2:7][CH3:8])[C:9](=[O:10])[c:11]1[c:12]([F:17])[cH:13][cH:14][cH:15][cH:16]1>>[N:1]([NH2:2])=[C:3]([C:4](=[O:5])[O:6][CH2:7][CH3:8])[C:9](=[O:10])[c:11]1[c:12]([F:17])[cH:13][cH:14][cH:15][cH:16]1. Starting materials: B(F)(F)F.CCOCC (boron trifluoride etherate), N (ammonia), CC(=O)OCC1=C(N2[C@@H]([C@@H](C2=O)N)SC1)C(=O)O (7-aminocephalosporanic acid), C(C#C)N1N=NN=C1S (1-(2-propynyl)-1H-tetrazole-5-thiol). Solvent: C(C)#N (acetonitril), O (water). Reaction conditions: temperature 47 celsius, time 1.5 hour. Product: NC1[C@@H]2N(C(=C(CS2)CSC2=NN=NN2CC#C)C(=O)O)C1=O (7-amino-3-[1-(2-propynyl)-1H-tetrazole-5-yl]thiomethyl-3-cephem-4-carboxylic acid). Isolated yield 79.5%. As a reaction SMILES: CC(O[CH2:5][C:6]1[CH2:15][S:14][C@@H:9]2[C@H:10]([NH2:13])[C:11](=[O:12])[N:8]2[C:7]=1[C:16]([OH:18])=[O:17])=O.[CH2:19]([N:22]1[C:26]([SH:27])=[N:25][N:24]=[N:23]1)[C:20]#[CH:21].B(F)(F)F.CCOCC.N>C(#N)C.O>[NH2:13][CH:10]1[C:11](=[O:12])[N:8]2[C:7]([C:16]([OH:18])=[O:17])=[C:6]([CH2:5][S:27][C:26]3[N:22]([CH2:19][C:20]#[CH:21])[N:23]=[N:24][N:25]=3)[CH2:15][S:14][C@H:9]12 |f:2.3|. Procedure details: To a suspension of 7-aminocephalosporanic acid (0.35 g) and 1-(2-propynyl)-1H-tetrazole-5-thiol (0.20 g) in acetonitril (1.8 ml) was added boron trifluoride etherate (0.55 g) at room temperature and the resulting mixture was stirred for 1.5 hours at 47° C. To the reaction mixture was added water (1.8 ml) and the mixture was adjusted to pH 3.5 with conc. aqueous ammonia under ice-cooling. The precipitates were collected by filtration, washed successively with water and acetone and then dried to g... The reactants are N[C@@H](CC(=O)O)C ((R)-3-aminobutanoic acid), C(OC(C)(C)C)(OC(C)(C)C)=O (di-tert-butyl carbonate), TEA. Solvent: O1CCOCC1 (dioxane), O (water). Reaction conditions: temperature 0 celsius, time 16 hour. Yields the product C(C)(C)(C)OC(=O)N[C@@H](CC(=O)O)C ((R)-3-(tert-butoxycarbonylamino)butanoic acid). Yield: 90.4%. As a reaction SMILES: [NH2:1][C@H:2]([CH3:7])[CH2:3][C:4]([OH:6])=[O:5].[C:8](=O)([O:14]C(C)(C)C)[O:9][C:10]([CH3:13])([CH3:12])[CH3:11]>O1CCOCC1.O>[C:10]([O:9][C:8]([NH:1][C@H:2]([CH3:7])[CH2:3][C:4]([OH:6])=[O:5])=[O:14])([CH3:13])([CH3:12])[CH3:11]. Reported procedure: To a stirred suspension of (R)-3-aminobutanoic acid (2.415 g, 23.42 mmol) in dioxane (15 mL) and water (15.00 mL) was added TEA (4.90 mL, 35.1 mmol) dropwise. To the resulting light brown solution cooled at 0° C. was added portionwise di-tert-butyl carbonate (4.69 g, 26.9 mmol). The mixture was then stirred at rt for 16 hr. The reaction mixture was partitioned between water (80 mL) and EtOAc (80 mL). The separated aqueous layer was washed with EtOAc and acidified with 1 M aqueous KHSO4 to pH=3 a... Starting materials: BrC=1C=C(\C=C\2/CCC=3N(C(=CC32)C(=O)OC)S(=O)(=O)C3=CC=C(C)C=C3)C=CC1 ((E)-methyl 4-(3-bromobenzylidene)-1-tosyl-1,4,5,6-tetrahydrocyclopenta[b]pyrrole-2-carboxylate), OCC1=CC=C(C=C1)B(O)O (4-(hydroxymethyl)phenylboronic acid). Yields the product OCC1=CC=C(C=C1)C1=CC(=CC=C1)CC1CCC=2NC(=CC21)C(=O)OC (methyl 4-((4′-(hydroxymethyl)biphenyl-3-yl)methyl)-1,4,5,6-tetrahydrocyclopenta[b]pyrrole-2-carboxylate), OCC1=CC=C(C=C1)C1=CC(=CC=C1)\C=C\1/CCC=2N(C(=CC21)C(=O)OC)S(=O)(=O)C2=CC=C(C)C=C2 ((E)-methyl 4-((4′-(hydroxymethyl)biphenyl-3-yl)methylene)-1-tosyl-1,4,5,6-tetrahydrocyclopenta[b]pyrrole-2-carboxylate). Reaction SMILES: Br[C:2]1[CH:3]=[C:4]([CH:28]=[CH:29][CH:30]=1)/[CH:5]=[C:6]1\[CH2:7][CH2:8][C:9]2[N:10]([S:18]([C:21]3[CH:27]=[CH:26][C:24]([CH3:25])=[CH:23][CH:22]=3)(=[O:20])=[O:19])[C:11]([C:14]([O:16][CH3:17])=[O:15])=[CH:12][C:13]\1=2.[OH:31][CH2:32][C:33]1[CH:38]=[CH:37][C:36](B(O)O)=[CH:35][CH:34]=1>>[OH:31][CH2:32][C:33]1[CH:38]=[CH:37][C:36]([C:2]2[CH:30]=[CH:29][CH:28]=[C:4]([CH2:5][CH:6]3[C:13]4[CH:12]=[C:11]([C:14]([O:16][CH3:17])=[O:15])[NH:10][C:9]=4[CH2:8][CH2:7]3)[CH:3]=2)=[CH:35][CH:34]=1.[OH:31][CH2:32][C:33]1[CH:38]=[CH:37][C:36]([C:29]2[CH:30]=[CH:2][CH:3]=[C:4](/[CH:5]=[C:6]3\[CH2:7][CH2:8][C:9]4[N:10]([S:18]([C:21]5[CH:27]=[CH:26][C:24]([CH3:25])=[CH:23][CH:22]=5)(=[O:19])=[O:20])[C:11]([C:14]([O:16][CH3:17])=[O:15])=[CH:12][C:13]\3=4)[CH:28]=2)=[CH:35][CH:34]=1. Procedure details: The title compound was synthesized in three steps. First, (E)-methyl 4-(3-bromobenzylidene)-1-tosyl-1,4,5,6-tetrahydrocyclopenta[b]pyrrole-2-carboxylate (0.301 g, 0.62 mmol) was coupled with 4-(hydroxymethyl)phenylboronic acid (0.141 g, 0.93 mmol) according to General Procedure 9.1 to give (E)-methyl 4-((4′-(hydroxymethyl)biphenyl-3-yl)methylene)-1-tosyl-1,4,5,6-tetrahydrocyclopenta[b]pyrrole-2-carboxylate, then tosyl deprotection according to General Procedure 10.1 to give (E)-methyl 4-((4′-(hy... Starting materials: CC1(C(NC(N1)=O)=O)C (5,5-dimethylhydantoin), [Cl-].[Li+] (lithium chloride), CCC1CO1 (1,2-butene oxide). Run in CN(C=O)C (dimethylformamide). Run at temperature 100 celsius, time 4 hour. The product is OC(CN1C(NC(C1=O)(C)C)=O)CC (3-(2'-Hydroxy-n-butyl)-5,5-dimethylhydantoin). Reaction SMILES: [CH3:1][C:2]1([CH3:9])[NH:6][C:5](=[O:7])[NH:4][C:3]1=[O:8].[Cl-].[Li+].[CH3:12][CH2:13][CH:14]1[O:16][CH2:15]1>CN(C)C=O>[OH:16][CH:14]([CH2:13][CH3:12])[CH2:15][N:4]1[C:3](=[O:8])[C:2]([CH3:9])([CH3:1])[NH:6][C:5]1=[O:7] |f:1.2|. Procedure details: 256.3 g of 5,5-dimethylhydantoin (2 mols) and 2.54 g of lithium chloride in 300 ml of dimethylformamide are together stirred at 65° C. 158.8 g of 1,2-butene oxide (2.2 mols) are slowly added dropwise over the course of 2 hours at this temperature. Thereafter the mixture is stirred for a further 4 hours at 100° C. The solution is cooled to room temperature and filtered, and the filtrate is then concentrated on a rotary evaporator at 70° C/20 mm Hg and dried to constant weight at 90° C/0.1 mm Hg. ...